Task: describe an organic reaction: reactants, conditions, products, and yield. Dataset: the Open Reaction Database (ORD), a public repository of structured organic reaction records Reactants: C(CC)=O (propionaldehyde), C(CC(C)C)=O (isovaleraldehyde), N1[C@H](C(=O)O)CCC1 (L-proline). The solvent is C(C)OCC (diethyl ether), CN(C=O)C (dimethylformamide), CN(C=O)C (dimethylformamide). Run at time 16 hour. The product is O[C@H]([C@@H](C=O)C)CC(C)C ((2S,3S)-3-hydroxy-2,5-dimethylhexanal). Isolated yield 88.0%. Reaction SMILES: [CH:1](=[O:4])[CH2:2][CH3:3].[CH:5](=[O:10])[CH2:6][CH:7]([CH3:9])[CH3:8].N1CCC[C@H]1C(O)=O>CN(C)C=O.C(OCC)C>[OH:10][C@@H:5]([CH2:6][CH:7]([CH3:9])[CH3:8])[C@H:2]([CH3:3])[CH:1]=[O:4]. Procedure details: A solution of freshly distilled propionaldehyde (144 μL, 2.0 mmol) in 500 μL dimethylformamide pre-cooled to 4° C. was added slowly over the course of 2.5 h to a stirring suspension of isovaleraldehyde (107 μL, 1.0 mmol), L-proline (11.5 mg, 0.10 mmol) and 500 μL dimethylformamide at 4° C. After 16 h, the resulting solution was diluted with diethyl ether and washed successively with water and brine. The combined aqueous layers were back-extracted with 3 portions of dichloromethane. The organic l... Starting materials: BrC=1C(=NC(=CC1)N1CC2=C(C=CC=C2CC1)C(\N=C\1/SC2=C(N1COCC[Si](C)(C)C)C=CC=C2)=O)C(=O)OC(C)(C)C ((Z)-tert-butyl 3-bromo-6-(8-(3-((2-(trimethylsilyl)ethoxy)methyl)benzo[d]thiazol-2(3H)-ylidenecarbamoyl)-3,4-dihydroisoquinolin-2(1H)-yl)picolinate), C1(CCCCC1)P(C1=C(C=CC=C1)C1=C(C=CC=C1OC)OC)C1CCCCC1 (dicyclohexyl(2′,6′-dimethoxybiphenyl-2-yl)phosphine), P (phosphine), [Br-].O1C(OCC1)CC[Zn+] ((2-(1,3-dioxolan-2-yl)ethyl)zinc(II) bromide), [Br-].O1C(OCC1)CC[Zn+] ((2-(1,3-dioxolan-2-yl)ethyl)zinc(II) bromide). Reagents/catalysts: C(C)(=O)[O-].[Pd+2].C(C)(=O)[O-] (palladium acetate), C(C)(=O)[O-].[Pd+2].C(C)(=O)[O-] (palladium acetate). Run in C1CCOC1 (THF). Run at time 5 minute. The product is O1C(OCC1)CCC=1C(=NC(=CC1)N1CC2=C(C=CC=C2CC1)C(\N=C\1/SC2=C(N1COCC[Si](C)(C)C)C=CC=C2)=O)C(=O)OC(C)(C)C ((Z)-tert-butyl 3-(2-(1,3-dioxolan-2-yl)ethyl)-6-(8-(3-((2-(trimethylsilyl)ethoxy)methyl)benzo[d]thiazol-2(3H)-ylidenecarbamoyl)-3,4-dihydroisoquinolin-2(1H)-yl)picolinate). The yield is 89.8%. As a reaction SMILES: Br[C:2]1[C:3]([C:38]([O:40][C:41]([CH3:44])([CH3:43])[CH3:42])=[O:39])=[N:4][C:5]([N:8]2[CH2:17][CH2:16][C:15]3[C:10](=[C:11]([C:18](=[O:37])/[N:19]=[C:20]4\[S:21][C:22]5[CH:36]=[CH:35][CH:34]=[CH:33][C:23]=5[N:24]\4[CH2:25][O:26][CH2:27][CH2:28][Si:29]([CH3:32])([CH3:31])[CH3:30])[CH:12]=[CH:13][CH:14]=3)[CH2:9]2)=[CH:6][CH:7]=1.C1(P(C2CCCCC2)C2C=CC=CC=2C2C(OC)=CC=CC=2OC)CCCCC1.[Br-].[O:75]1[CH2:79][CH2:78][O:77][CH:76]1[CH2:80][CH2:81][Zn+].P>C1COCC1.C([O-])(=O)C.[Pd+2].C([O-])(=O)C>[O:75]1[CH2:79][CH2:78][O:77][CH:76]1[CH2:80][CH2:81][C:2]1[C:3]([C:38]([O:40][C:41]([CH3:43])([CH3:42])[CH3:44])=[O:39])=[N:4][C:5]([N:8]2[CH2:17][CH2:16][C:15]3[C:10](=[C:11]([C:18](=[O:37])/[N:19]=[C:20]4\[S:21][C:22]5[CH:36]=[CH:35][CH:34]=[CH:33][C:23]=5[N:24]\4[CH2:25][O:26][CH2:27][CH2:28][Si:29]([CH3:31])([CH3:32])[CH3:30])[CH:12]=[CH:13][CH:14]=3)[CH2:9]2)=[CH:6][CH:7]=1 |f:2.3,6.7.8|. Procedure: A mixture of compound 94C (2.97 g, 4.27 mmol), dicyclohexyl(2′,6′-dimethoxybiphenyl-2-yl)phosphine (0.35 g, 0.854 mmol) and palladium acetate (0.096 g, 0.427 mmol) in THF (20 mL) was stirred at room temperature for 5 min. To this solution was added 0.5 M (2-(1,3-dioxolan-2-yl)ethyl)zinc(II) bromide (17.08 mL, 8.54 mmol) dropwise at room temperature. The reaction was stirred overnight. To the solution were added 2′,6′-dimethoxybiphenyl-2-yl)phosphine (170 mg), palladium acetate (42 mg) and (2-(1,... The reactants are [Al+3], C1CCOC1, CN(C)C(=O)c1n[nH]c2ccccc12, [H-], [H-], [H-], [H-], [Li+], [Na+], [Na+], O, O, O, O, O, O, O, O, O, O, O=S(=O)([O-])[O-]. Product: CN(C)Cc1n[nH]c2ccccc12. RXN SMILES: [Al+3:2].[CH2:38]1[O:39][CH2:40][CH2:41][CH2:42]1.[CH3:7][N:8]([C:9](=[O:10])[c:11]1[n:12][nH:13][c:14]2[cH:15][cH:16][cH:17][cH:18][c:19]12)[CH3:20].[H-:1].[H-:4].[H-:5].[H-:6].[Li+:3].[Na+:36].[Na+:37].[OH2:21].[OH2:22].[OH2:23].[OH2:24].[OH2:25].[OH2:26].[OH2:27].[OH2:28].[OH2:29].[OH2:30].[S:31]([O-:32])([O-:33])(=[O:34])=[O:35]>>[CH3:7][N:8]([CH2:9][c:11]1[n:12][nH:13][c:14]2[cH:15][cH:16][cH:17][cH:18][c:19]12)[CH3:20]. Reaction SMILES: [Br:2][c:3]1[cH:4][cH:5][c:6]([CH2:9][CH2:10][C:11](=[O:12])[OH:13])[cH:7][cH:8]1.[CH3:20][OH:21].[ClH:1].[O:14]1[CH2:15][CH2:19][O:18][CH2:17][CH2:16]1>>[Br:2][c:3]1[cH:4][cH:5][c:6]([CH2:9][CH2:10][C:11](=[O:12])[O:13][CH3:15])[cH:7][cH:8]1. The product is COC(=O)CCc1ccc(Br)cc1. Reactants: O=C(O)CCc1ccc(Br)cc1, CO, Cl, C1COCCO1.